Dataset: the Open Reaction Database (ORD), a public repository of structured organic reaction records. Task: describe an organic reaction: reactants, conditions, products, and yield Starting materials: C(C)(C)(C)C1=CC=C(C=C1)C=1N(N(C(C1C(=O)O)=O)C1=CC=C(C=C1)C#N)C (3-(4-t-butylphenyl)-1-(4-cyanophenyl)-4-hydroxycarbonyl-2-methyl-2H-pyrazol-5-one), S(=O)(Cl)Cl (thionyl chloride). Run at time 1 hour. Yields the product C(C)(C)(C)C1=CC=C(C=C1)C=1N(N(C(C1C(=O)Cl)=O)C1=CC=C(C=C1)C#N)C (3-(4-t-Butylphenyl)-4-chlorocarbonyl-1-(4-cyanophenyl)-2-methyl-2H-pyrazol-5-one). As a reaction SMILES: [C:1]([C:5]1[CH:10]=[CH:9][C:8]([C:11]2[N:12]([CH3:28])[N:13]([C:20]3[CH:25]=[CH:24][C:23]([C:26]#[N:27])=[CH:22][CH:21]=3)[C:14](=[O:19])[C:15]=2[C:16](O)=[O:17])=[CH:7][CH:6]=1)([CH3:4])([CH3:3])[CH3:2].S(Cl)([Cl:31])=O>>[C:1]([C:5]1[CH:10]=[CH:9][C:8]([C:11]2[N:12]([CH3:28])[N:13]([C:20]3[CH:25]=[CH:24][C:23]([C:26]#[N:27])=[CH:22][CH:21]=3)[C:14](=[O:19])[C:15]=2[C:16]([Cl:31])=[O:17])=[CH:7][CH:6]=1)([CH3:4])([CH3:3])[CH3:2]. Procedure: A mixture of 12.1 g of 3-(4-t-butylphenyl)-1-(4-cyanophenyl)-4-hydroxycarbonyl-2-methyl-2H-pyrazol-5-one and 100 ml of thionyl chloride was stirred at room temperature for 1 hour. The reaction solution was concentrated under reduced pressure, and the residue was recrystallized in a liquid mixture of n-hexane-toluene to give 14.0 g of the title compound as pale yellow crystals. The reactants are O=C([O-])[O-], O=C([O-])O, O=C(OCc1ccccc1)c1ccc(Oc2nc(F)c(F)c(F)c2F)cc1, CS(C)=O, [K+], [K+], [K+], [K+], O=[N+]([O-])c1ccc([O-])cc1OCc1ccccc1. The product is O=C(OCc1ccccc1)c1ccc(Oc2nc(F)c(F)c(Oc3ccc([N+](=O)[O-])c(OCc4ccccc4)c3)c2F)cc1. Reaction SMILES: [C:47](=[O:48])([O-:49])[O-:50].[C:53](=[O:54])([O-:55])[OH:56].[CH2:1]([c:2]1[cH:3][cH:4][cH:5][cH:6][cH:7]1)[O:8][C:9](=[O:10])[c:11]1[cH:12][cH:13][c:14]([O:15][c:16]2[n:17][c:18]([F:25])[c:19]([F:24])[c:20]([F:23])[c:21]2[F:22])[cH:26][cH:27]1.[CH3:58][S:59](=[O:60])[CH3:61].[K+:46].[K+:51].[K+:52].[K+:57].[N+:28](=[O:29])([O-:30])[c:31]1[c:32]([O:38][CH2:39][c:40]2[cH:41][cH:42][cH:43][cH:44][cH:45]2)[cH:33][c:34]([O-:35])[cH:36][cH:37]1>>[CH2:1]([c:2]1[cH:3][cH:4][cH:5][cH:6][cH:7]1)[O:8][C:9](=[O:10])[c:11]1[cH:12][cH:13][c:14]([O:15][c:16]2[n:17][c:18]([F:25])[c:19]([F:24])[c:20]([O:35][c:34]3[cH:33][c:32]([O:38][CH2:39][c:40]4[cH:41][cH:42][cH:43][cH:44][cH:45]4)[c:31]([N+:28](=[O:29])[O-:30])[cH:37][cH:36]3)[c:21]2[F:22])[cH:26][cH:27]1. Reactants: C(C1=CC=CC=C1)(=O)Cl (benzoyl chloride), [N+](=O)([O-])C1=C(C(=O)Cl)C=C(C=C1)OC1=C(C=C(C=C1)Cl)Cl (2-nitro-5-(2',4'-dichlorophenoxy)benzoyl chloride), C(C)S (ethanethiol), C1=CC=CC=C1 (benzene). The solvent is C(C)OCC (diethyl ether). Yields the product [N+](=O)([O-])C1=C(C(=S)OCC)C=C(C=C1)OC1=C(C=C(C=C1)Cl)Cl (Ethyl 2-nitro-5-(2',4'-dichlorophenoxy)thiobenzoate). Reaction SMILES: [N+:1]([C:4]1[CH:12]=[CH:11][C:10]([O:13][C:14]2[CH:19]=[CH:18][C:17]([Cl:20])=[CH:16][C:15]=2[Cl:21])=[CH:9][C:5]=1[C:6](Cl)=[O:7])([O-:3])=[O:2].C([SH:24])C.[CH:25]1[CH:30]=CC=CC=1.C(Cl)(=O)C1C=CC=CC=1>C(OCC)C>[N+:1]([C:4]1[CH:12]=[CH:11][C:10]([O:13][C:14]2[CH:19]=[CH:18][C:17]([Cl:20])=[CH:16][C:15]=2[Cl:21])=[CH:9][C:5]=1[C:6]([O:7][CH2:30][CH3:25])=[S:24])([O-:3])=[O:2]. Reported procedure: A mixture of 2-nitro-5-(2',4'-dichlorophenoxy)benzoyl chloride (4.16 g., 0.012 mole) and ethanethiol (2.24 g., 0.036 mole) in 40 ml. benzene was heated at reflux for 2 hours and 50 minutes and then cooled. The mixture was diluted with diethyl ether, washed twice with 10% aqueous NaOH, once with NaCl solution, dried, and evaporated to dryness to give 4.2 g. of an oil. Infrared analysis showed a large amount of initial benzoyl chloride and some desired product. The oil was dissolved in 100 ml. ben... The reactants are [NH4+].[OH-] (NH4OH), CO (MeOH), BrC=1N=C2C(=NC1)NC=C2C(C(C)(C)C)=O (1-(2-bromo-5H-pyrrolo[2,3-b]pyrazin-7-yl)-2,2-dimethyl-propan-1-one), Cl.NCC=1C=C(C=CC1)B(O)O ((3-aminomethylphenyl)boronic acid hydrochloride). Run in C(Cl)Cl (DCM). Product: NCC=1C=C(C=CC1)C=1N=C2C(=NC1)NC=C2C(C(C)(C)C)=O (1-[2-(3-Aminomethyl-phenyl)-5H-pyrrolo[2,3-b]pyrazin-7-yl]-2,2-dimethyl-propan-1-one), pale brown solid. Yield: 48.0%. As a reaction SMILES: Br[C:2]1[N:3]=[C:4]2[C:10]([C:11](=[O:16])[C:12]([CH3:15])([CH3:14])[CH3:13])=[CH:9][NH:8][C:5]2=[N:6][CH:7]=1.Cl.[NH2:18][CH2:19][C:20]1[CH:21]=[C:22](B(O)O)[CH:23]=[CH:24][CH:25]=1.[NH4+].[OH-].CO>C(Cl)Cl>[NH2:18][CH2:19][C:20]1[CH:25]=[C:24]([C:2]2[N:3]=[C:4]3[C:10]([C:11](=[O:16])[C:12]([CH3:15])([CH3:14])[CH3:13])=[CH:9][NH:8][C:5]3=[N:6][CH:7]=2)[CH:23]=[CH:22][CH:21]=1 |f:1.2,3.4|. Procedure: 1-[2-(3-Aminomethyl-phenyl)-5H-pyrrolo[2,3-b]pyrazin-7-yl]-2,2-dimethyl-propan-1-one was prepared starting from 1-(2-bromo-5H-pyrrolo[2,3-b]pyrazin-7-yl)-2,2-dimethyl-propan-1-one and (3-aminomethylphenyl)boronic acid hydrochloride following general procedures as described in these Examples. Silica gel chromatography using 0-20% [5% NH4OH:MeOH]/DCM as eluant gave a brown solid which was washed with 1:2 Et2O/Hexanes to provide 75 mg (48%) of a pale brown solid. MP 176-178° C., M+H=309. Reactants: C(C1=CC=CC=C1)OC=1C=C(C=CC1)N1N=C(C=C1NC(C1=C(C=CC(=C1)C1=NC=CC=C1F)Cl)=O)C(=O)OCC (ethyl 1-(3-(benzyloxy)phenyl)-5-(2-chloro-5-(3-fluoropyridin-2-yl)benzamido)-1H-pyrazole-3-carboxylate), N (ammonia), B(Cl)(Cl)Cl (boron trichloride). Solvent: CO (methanol). Conditions: temperature 60 celsius, time 30 minute. The product is ClC1=C(C(=O)NC2=CC(=NN2C2=CC(=CC=C2)O)C(=O)N)C=C(C=C1)C1=NC=CC=C1F (5-(2-chloro-5-(3-fluoropyridin-2-yl)benzamido)-1-(3-hydroxyphenyl)-1H-pyrazole-3-carboxamide). The yield is 6.0%. As a reaction SMILES: C([O:8][C:9]1[CH:10]=[C:11]([N:15]2[C:19]([NH:20][C:21](=[O:36])[C:22]3[CH:27]=[C:26]([C:28]4[C:33]([F:34])=[CH:32][CH:31]=[CH:30][N:29]=4)[CH:25]=[CH:24][C:23]=3[Cl:35])=[CH:18][C:17]([C:37](OCC)=[O:38])=[N:16]2)[CH:12]=[CH:13][CH:14]=1)C1C=CC=CC=1.[NH3:42].B(Cl)(Cl)Cl>CO>[Cl:35][C:23]1[CH:24]=[CH:25][C:26]([C:28]2[C:33]([F:34])=[CH:32][CH:31]=[CH:30][N:29]=2)=[CH:27][C:22]=1[C:21]([NH:20][C:19]1[N:15]([C:11]2[CH:12]=[CH:13][CH:14]=[C:9]([OH:8])[CH:10]=2)[N:16]=[C:17]([C:37]([NH2:42])=[O:38])[CH:18]=1)=[O:36]. Procedure: To a solution of ethyl 1-(3-(benzyloxy)phenyl)-5-(2-chloro-5-(3-fluoropyridin-2-yl)benzamido)-1H-pyrazole-3-carboxylate (Example 128, 220 mg, 0.385 mmol) in methanol (3 mL) was added 880 ammonia (7 mL) and the reaction was heated at 60° C. for 18 hours in a Reactivial™. The reaction was cooled, concentrated in vacuo and dissolved in DCM (5 mL). The solution was cooled to 0° C. and boron trichloride (1M in DCM, 3.41 mL, 3.41 mmol) was added dropwise. The reaction was stirred at room temperature f... Reactants: ClCCl, [Na+], O=C([O-])O, Cc1cc(CC(OC(=O)N2CCC(N3CCc4ccccc4NC3=O)CC2)C(=O)N2CCC(C3CCN(CC(=O)O)CC3)CC2)cc(C)c1O, OCCN1CCOCC1. Yields the product Cc1cc(CC(OC(=O)N2CCC(N3CCc4ccccc4NC3=O)CC2)C(=O)N2CCC(C3CCN(CC(=O)OCCN4CCOCC4)CC3)CC2)cc(C)c1O. As a reaction SMILES: [Cl:65][CH2:66][Cl:67].[Na+:64].[O-:60][C:61]([OH:62])=[O:63].[O:1]=[C:2]1[NH:3][c:4]2[c:5]([cH:47][cH:48][cH:49][cH:50]2)[CH2:6][CH2:7][N:8]1[CH:9]1[CH2:10][CH2:11][N:12]([C:15](=[O:16])[O:17][CH:18]([C:19](=[O:20])[N:21]2[CH2:22][CH2:23][CH:24]([CH:27]3[CH2:28][CH2:29][N:30]([CH2:33][C:34](=[O:35])[OH:36])[CH2:31][CH2:32]3)[CH2:25][CH2:26]2)[CH2:37][c:38]2[cH:39][c:40]([CH3:46])[c:41]([OH:45])[c:42]([CH3:44])[cH:43]2)[CH2:13][CH2:14]1.[O:51]1[CH2:52][CH2:53][N:54]([CH2:57][CH2:58][OH:59])[CH2:55][CH2:56]1>>[O:1]=[C:2]1[NH:3][c:4]2[c:5]([cH:47][cH:48][cH:49][cH:50]2)[CH2:6][CH2:7][N:8]1[CH:9]1[CH2:10][CH2:11][N:12]([C:15](=[O:16])[O:17][CH:18]([C:19](=[O:20])[N:21]2[CH2:22][CH2:23][CH:24]([CH:27]3[CH2:28][CH2:29][N:30]([CH2:33][C:34](=[O:35])[O:36][CH2:58][CH2:57][N:54]4[CH2:53][CH2:52][O:51][CH2:56][CH2:55]4)[CH2:31][CH2:32]3)[CH2:25][CH2:26]2)[CH2:37][c:38]2[cH:39][c:40]([CH3:46])[c:41]([OH:45])[c:42]([CH3:44])[cH:43]2)[CH2:13][CH2:14]1. Reactants: C([C@@H](O)[C@@H](O)[C@H](O)[C@H](O)CO)O (mannitol), [Cl-].[Mg+2].[Cl-] (magnesium chloride), C(C)(=O)[O-].[Zr+4].C(C)(=O)[O-].C(C)(=O)[O-].C(C)(=O)[O-] (zirconium acetate). Product: C([C@@H](O)[C@@H](O)[C@H](O)[C@H](O)CO)O.[Cl-].[Mg+2].[Cl-].C(C)(=O)[O-].[Zr+4].C(C)(=O)[O-].C(C)(=O)[O-].C(C)(=O)[O-] (mannitol magnesium chloride zirconium acetate). Reaction SMILES: [CH2:1]([OH:12])[C@H:2]([C@H:4]([C@@H:6]([C@@H:8]([CH2:10][OH:11])[OH:9])[OH:7])[OH:5])[OH:3].[Cl-:13].[Mg+2:14].[Cl-].[C:16]([O-:19])(=[O:18])[CH3:17].[Zr+4:20].[C:21]([O-:24])(=[O:23])[CH3:22].[C:25]([O-:28])(=[O:27])[CH3:26].[C:29]([O-:32])(=[O:31])[CH3:30]>>[CH2:10]([OH:11])[C@H:8]([C@H:6]([C@@H:4]([C@@H:2]([CH2:1][OH:12])[OH:3])[OH:5])[OH:7])[OH:9].[Cl-:13].[Mg+2:14].[Cl-:13].[C:16]([O-:19])(=[O:18])[CH3:17].[Zr+4:20].[C:21]([O-:24])(=[O:23])[CH3:22].[C:25]([O-:28])(=[O:27])[CH3:26].[C:29]([O-:32])(=[O:31])[CH3:30] |f:1.2.3,4.5.6.7.8,9.10.11.12.13.14.15.16.17|. Reported procedure: Results obtained using 10 g mannitol and 10 g magnesium chloride (hydrated)/100 ml zirconium acetate solution: